Task: describe an organic reaction: reactants, conditions, products, and yield. Dataset: the Open Reaction Database (ORD), a public repository of structured organic reaction records The reactants are CC(=O)O, CC(C)(O)C(Cc1ccc(Cl)cc1)c1ccc(Cl)cc1, N#CCCl, O=S(=O)(O)O. Product: CC(C)(NC(=O)CCl)C(Cc1ccc(Cl)cc1)c1ccc(Cl)cc1. As a reaction SMILES: [CH3:30][C:31](=[O:32])[OH:33].[Cl:1][c:2]1[cH:3][cH:4][c:5]([CH:8]([C:9]([CH3:10])([OH:11])[CH3:12])[CH2:13][c:14]2[cH:15][cH:16][c:17]([Cl:20])[cH:18][cH:19]2)[cH:6][cH:7]1.[Cl:21][CH2:22][C:23]#[N:24].[S:25]([OH:26])(=[O:27])(=[O:28])[OH:29]>>[Cl:1][c:2]1[cH:3][cH:4][c:5]([CH:8]([C:9]([CH3:10])([CH3:12])[NH:24][C:23]([CH2:22][Cl:21])=[O:26])[CH2:13][c:14]2[cH:15][cH:16][c:17]([Cl:20])[cH:18][cH:19]2)[cH:6][cH:7]1.